This data is from the Open Reaction Database (ORD), a public repository of structured organic reaction records. The task is: describe an organic reaction: reactants, conditions, products, and yield Starting materials: CCOC(=O)C1(CI)CCN(C(=O)c2ccccc2OC)C1, Oc1ccc(-c2ccc(Cl)cn2)cc1. Yields the product CCOC(=O)C1(COc2ccc(-c3ccc(Cl)cn3)cc2)CCN(C(=O)c2ccccc2OC)C1. As a reaction SMILES: [CH2:15]([CH3:16])[O:17][C:18](=[O:19])[C:20]1([CH2:35][I:36])[CH2:21][N:22]([C:25]([c:26]2[c:27]([O:32][CH3:33])[cH:28][cH:29][cH:30][cH:31]2)=[O:34])[CH2:23][CH2:24]1.[Cl:1][c:2]1[cH:3][cH:4][c:5](-[c:8]2[cH:9][cH:10][c:11]([OH:14])[cH:12][cH:13]2)[n:6][cH:7]1>>[Cl:1][c:2]1[cH:3][cH:4][c:5](-[c:8]2[cH:9][cH:10][c:11]([O:14][CH2:35][C:20]3([C:18]([O:17][CH2:15][CH3:16])=[O:19])[CH2:21][N:22]([C:25]([c:26]4[c:27]([O:32][CH3:33])[cH:28][cH:29][cH:30][cH:31]4)=[O:34])[CH2:23][CH2:24]3)[cH:12][cH:13]2)[n:6][cH:7]1. Reactants: C#CCCC(=O)O, CCNCC, [Cu]I, Ic1ccccc1. Yields the product O=C(O)CCC#Cc1ccccc1. As a reaction SMILES: [C:1]([CH2:2][CH2:3][C:4]#[CH:5])(=[O:6])[OH:7].[CH2:15]([NH:16][CH2:17][CH3:18])[CH3:19].[Cu:20][I:21].[I:8][c:9]1[cH:10][cH:11][cH:12][cH:13][cH:14]1>>[C:1]([CH2:2][CH2:3][C:4]#[C:5][c:9]1[cH:10][cH:11][cH:12][cH:13][cH:14]1)(=[O:6])[OH:7]. Starting materials: O=C([O-])[O-], CCO, Cc1ccccc1, Clc1ccnc(I)c1, OB(O)c1ccccc1F, [Na+], [Na+]. The product is Fc1ccccc1-c1cc(Cl)ccn1. As a reaction SMILES: [C:19](=[O:20])([O-:21])[O-:22].[CH3:25][CH2:26][OH:27].[CH3:28][c:29]1[cH:30][cH:31][cH:32][cH:33][cH:34]1.[Cl:11][c:12]1[cH:13][c:14]([I:18])[n:15][cH:16][cH:17]1.[F:1][c:2]1[c:3]([B:8]([OH:9])[OH:10])[cH:4][cH:5][cH:6][cH:7]1.[Na+:23].[Na+:24]>>[F:1][c:2]1[c:3](-[c:14]2[cH:13][c:12]([Cl:11])[cH:17][cH:16][n:15]2)[cH:4][cH:5][cH:6][cH:7]1. The reactants are ClC1=C(C(=O)O)C=C(C=C1)S(=O)(=O)C (2-Chloro-5-methanesulfonyl-benzoic acid), ClC1=C(C(=O)O)C=C(C=C1)S(=O)O (2-Chloro-5-sulfino-benzoic acid), ICCC (1-iodopropane). The yield is 3.0%. The solvent is C(CC)O (propanol). Yields the product ClC1=C(C(=O)O)C=C(C=C1)S(=O)(=O)CCC (2-Chloro-5-(propane-1-sulfonyl)-benzoic acid). Reaction SMILES: [Cl:1][C:2]1[CH:10]=[CH:9][C:8]([S:11]([CH3:14])(=[O:13])=[O:12])=[CH:7][C:3]=1[C:4]([OH:6])=[O:5].Cl[C:16]1C=CC(S(O)=O)=C[C:17]=1C(O)=O.ICCC>C(O)CC>[Cl:1][C:2]1[CH:10]=[CH:9][C:8]([S:11]([CH2:14][CH2:16][CH3:17])(=[O:13])=[O:12])=[CH:7][C:3]=1[C:4]([OH:6])=[O:5]. Procedure details: The title compound was synthesised according to the procedure described for the synthesis of 2-Chloro-5-methanesulfonyl-benzoic acid from 2-Chloro-5-sulfino-benzoic acid and 1-iodopropane in 20 ml propanol/20 ml water and obtained in 3% yield. MS (m/e): 261.1 (MH−, 100%). The reactants are BrCC(=O)Br (2-bromoacetyl bromide), Cl.NC1CC2=CC=CC=C2C1 (2-aminoindane hydrochloride), COC=1C=C(CC2NCCOC3=C2C=C(C(=C3)OC)OC)C=CC1OC (5-(3,4-dimethoxy-benzyl)-7,8-dimethoxy-2,3,4,5-tetrahydro-benzo[f][1,4]oxazepine). Product: COC=1C=C(CC2N(CCOC3=C2C=C(C(=C3)OC)OC)CC(=O)NC3CC2=CC=CC=C2C3)C=CC1OC (2-[5-(3,4-Dimethoxy-benzyl)-7,8-dimethoxy-2,3-dihydro-5H-benzo[f][1,4]oxazepin-4-yl]-N-indan-2-yl-acetamide). Reaction SMILES: Br[CH2:2][C:3](Br)=[O:4].Cl.[NH2:7][CH:8]1[CH2:16][C:15]2[C:10](=[CH:11][CH:12]=[CH:13][CH:14]=2)[CH2:9]1.[CH3:17][O:18][C:19]1[CH:20]=[C:21]([CH:38]=[CH:39][C:40]=1[O:41][CH3:42])[CH2:22][CH:23]1[C:29]2[CH:30]=[C:31]([O:36][CH3:37])[C:32]([O:34][CH3:35])=[CH:33][C:28]=2[O:27][CH2:26][CH2:25][NH:24]1>>[CH3:17][O:18][C:19]1[CH:20]=[C:21]([CH:38]=[CH:39][C:40]=1[O:41][CH3:42])[CH2:22][CH:23]1[C:29]2[CH:30]=[C:31]([O:36][CH3:37])[C:32]([O:34][CH3:35])=[CH:33][C:28]=2[O:27][CH2:26][CH2:25][N:24]1[CH2:2][C:3]([NH:7][CH:8]1[CH2:16][C:15]2[C:10](=[CH:11][CH:12]=[CH:13][CH:14]=2)[CH2:9]1)=[O:4] |f:1.2|. Procedure: prepared by reaction of 2-bromoacetyl bromide with 2-aminoindane hydrochloride and 5-(3,4-dimethoxy-benzyl)-7,8-dimethoxy-2,3,4,5-tetrahydro-benzo[f][1,4]oxazepine.